This data is from the Open Reaction Database (ORD), a public repository of structured organic reaction records. The task is: describe an organic reaction: reactants, conditions, products, and yield Reactants: CC(C)(C)[O-], CN1CCCC1=O, CCOC(C)=O, Cc1ccc(C(=O)NC2CC2)cc1NC(=O)c1cc(F)c(F)c(F)c1, [K+], OCc1ccccn1. The product is Cc1ccc(C(=O)NC2CC2)cc1NC(=O)c1cc(F)c(OCc2ccccn2)c(F)c1. As a reaction SMILES: [CH3:34][C:35]([CH3:36])([O-:37])[CH3:38].[CH3:40][N:41]1[CH2:42][CH2:43][CH2:44][C:45]1=[O:46].[CH3:47][CH2:48][O:49][C:50](=[O:51])[CH3:52].[CH:1]1([NH:4][C:5](=[O:6])[c:7]2[cH:8][cH:9][c:10]([CH3:25])[c:11]([NH:13][C:14]([c:15]3[cH:16][c:17]([F:23])[c:18]([F:22])[c:19]([F:21])[cH:20]3)=[O:24])[cH:12]2)[CH2:2][CH2:3]1.[K+:39].[n:26]1[c:27]([CH2:32][OH:33])[cH:28][cH:29][cH:30][cH:31]1>>[CH:1]1([NH:4][C:5](=[O:6])[c:7]2[cH:8][cH:9][c:10]([CH3:25])[c:11]([NH:13][C:14]([c:15]3[cH:16][c:17]([F:23])[c:18]([O:33][CH2:32][c:27]4[n:26][cH:31][cH:30][cH:29][cH:28]4)[c:19]([F:21])[cH:20]3)=[O:24])[cH:12]2)[CH2:2][CH2:3]1. Reactants: C1(CC1)S(=O)(=O)N (cyclopropanesulfonic acid amide), C(N)(=O)C=1C=C(C=CC1)C1NC2=CC=C(C=C2C(C1)(C)C)C(=O)O (2-(3-carbamoyl-phenyl)-4,4-dimethyl-1,2,3,4-tetrahydro-quinoline-6-carboxylic acid), C(=O)(N1C=NC=C1)N1C=NC=C1 (1,1′-carbonyldiimidazole), [H-].[Na+] (sodium hydride). The solvent is O (water), CN(C=O)C (N,N-dimethylformamide), CN(C=O)C (N,N-dimethylformamide). Reaction conditions: temperature 25 celsius, time 1 hour. Yields the product C1(CC1)S(=O)(=O)NC(=O)C=1C=C2C(CC(NC2=CC1)C=1C=C(C(=O)N)C=CC1)(C)C (3-(6-cyclopropanesulfonylaminocarbonyl-4,4-dimethyl-1,2,3,4-tetrahydro-quinolin-2-yl)-benzamide). The yield is 7.1%. As a reaction SMILES: [CH:1]1([S:4]([NH2:7])(=[O:6])=[O:5])[CH2:3][CH2:2]1.[H-].[Na+].[C:10]([C:13]1[CH:14]=[C:15]([CH:19]2[CH2:28][C:27]([CH3:30])([CH3:29])[C:26]3[C:21](=[CH:22][CH:23]=[C:24]([C:31](O)=[O:32])[CH:25]=3)[NH:20]2)[CH:16]=[CH:17][CH:18]=1)(=[O:12])[NH2:11].C(N1C=CN=C1)(N1C=CN=C1)=O>CN(C)C=O.O>[CH:1]1([S:4]([NH:7][C:31]([C:24]2[CH:25]=[C:26]3[C:21](=[CH:22][CH:23]=2)[NH:20][CH:19]([C:15]2[CH:14]=[C:13]([CH:18]=[CH:17][CH:16]=2)[C:10]([NH2:11])=[O:12])[CH2:28][C:27]3([CH3:30])[CH3:29])=[O:32])(=[O:6])=[O:5])[CH2:3][CH2:2]1 |f:1.2|. Procedure details: To a suspension of cyclopropanesulfonic acid amide (200 mg, 1.65 mmol) in N,N-dimethylformamide (3 mL) was added sodium hydride (66 mg, 1.65 mmol). The resulting mixture was stirred at 25° C. for 1 h to afford Solution A34. A solution of 2-(3-carbamoyl-phenyl)-4,4-dimethyl-1,2,3,4-tetrahydro-quinoline-6-carboxylic acid (100 mg, 0.33 mmol) and 1,1′-carbonyldiimidazole (110 mg, 0.66 mmol) in N,N-dimethylformamide (3 mL) was stirred at 70° C. for 1 h and cooled to room temperature to afford Solutio... Reactants: BrC1=CC=C(C=C1)C1=CC=C(C=C1)C(C(=O)OCC)(F)F (Ethyl (4′-bromobiphenyl-4-yl)(difluoro)acetate), [BH4-].[Na+] (sodium borohydride). Solvent: CO (methanol). Run at time 30 minute. Product: BrC1=CC=C(C=C1)C1=CC=C(C=C1)C(CO)(F)F (2-(4′-Bromobiphenyl-4-yl)-2,2-difluoroethanol). Isolated yield 98.7%. Reaction SMILES: [Br:1][C:2]1[CH:7]=[CH:6][C:5]([C:8]2[CH:13]=[CH:12][C:11]([C:14]([F:21])([F:20])[C:15](OCC)=[O:16])=[CH:10][CH:9]=2)=[CH:4][CH:3]=1.[BH4-].[Na+]>CO>[Br:1][C:2]1[CH:3]=[CH:4][C:5]([C:8]2[CH:13]=[CH:12][C:11]([C:14]([F:20])([F:21])[CH2:15][OH:16])=[CH:10][CH:9]=2)=[CH:6][CH:7]=1 |f:1.2|. Procedure: Ethyl (4′-bromobiphenyl-4-yl)(difluoro)acetate (2.8 g, 7.8 mmol) was dissolved in methanol (20 mL), and sodium borohydride (0.59 g, 16 mmol) was added at 0° C., followed by stirring at room temperature for 30 minutes. The reaction solution was concentrated under reduced pressure, and hydrochloric acid (1 M) was added to the residue, which was subsequently extracted with ethyl acetate, and the organic layer was dried over anhydrous sodium sulfate. After the solvent was distilled off under reduced... Starting materials: [Cl-].[Na+] (sodium chloride), C([O-])([O-])=O.[Na+].[Na+] (Sodium carbonate), BrC1=CC=C2C=NC(=NN21)NC2=CC(=CC=C2)N2CCOCC2 ((7-Bromo-pyrrolo[2,1-f][1,2,4]triazin-2-yl)-(3-morpholin-4-yl-phenyl)-amine), FC=1C=C(C=CC1)B(O)O (3-fluorophenylboronic acid), C1(=CC=CC=C1)P(C1=CC=CC=C1)C1=CC=CC=C1 (Triphenylphosphine). The reagents and catalysts are C(C)(=O)[O-].[Pd+2].C(C)(=O)[O-] (Palladium Acetate). Run in C(C)O (Ethanol), O (water), O1CCCC1 (Tetrahydrofuran). Reaction conditions: time 10 minute. The product is FC=1C=C(C=CC1)C1=CC=C2C=NC(=NN21)NC2=CC(=CC=C2)N2CCOCC2 ([7-(3-Fluoro-phenyl)-pyrrolo[2,1-f][1,2,4]triazin-2-yl]-(3-morpholin-4-yl-phenyl)-amine). Isolated yield 16.2%. Reaction SMILES: C1(P(C2C=CC=CC=2)C2C=CC=CC=2)C=CC=CC=1.Br[C:21]1[N:29]2[C:24]([CH:25]=[N:26][C:27]([NH:30][C:31]3[CH:36]=[CH:35][CH:34]=[C:33]([N:37]4[CH2:42][CH2:41][O:40][CH2:39][CH2:38]4)[CH:32]=3)=[N:28]2)=[CH:23][CH:22]=1.[F:43][C:44]1[CH:45]=[C:46](B(O)O)[CH:47]=[CH:48][CH:49]=1.C(=O)([O-])[O-].[Na+].[Na+].[Cl-].[Na+]>O1CCCC1.O.C(O)C.C([O-])(=O)C.[Pd+2].C([O-])(=O)C>[F:43][C:44]1[CH:49]=[C:48]([C:21]2[N:29]3[C:24]([CH:25]=[N:26][C:27]([NH:30][C:31]4[CH:36]=[CH:35][CH:34]=[C:33]([N:37]5[CH2:42][CH2:41][O:40][CH2:39][CH2:38]5)[CH:32]=4)=[N:28]3)=[CH:23][CH:22]=2)[CH:47]=[CH:46][CH:45]=1 |f:3.4.5,6.7,11.12.13|. Procedure: Palladium Acetate (0.029 g, 0.00013 mol) and Triphenylphosphine (0.042 g, 0.00016 mol) were dissolved in Tetrahydrofuran (2.0 mL) and the mixture was allowed to stir at room temperature for 10 minutes. (7-Bromo-pyrrolo[2,1-f][1,2,4]triazin-2-yl)-(3-morpholin-4-yl-phenyl)-amine (0.240 g, 0.000641 mol) was then added and the reaction was again allowed to stir for 10 minutes. 3-fluorophenylboronic acid (0.179 g, 0.00128 mol) was added followed by 0.9 M of Sodium carbonate in water (2 mL) and Ethano...